Task: describe an organic reaction: reactants, conditions, products, and yield. Dataset: the Open Reaction Database (ORD), a public repository of structured organic reaction records Product: CC(C)CCC1C(=O)N(CSc2ccccc2)S(=O)(=O)N1C. RXN SMILES: [CH3:25][OH:26].[CH3:2][CH:3]([CH2:4][CH2:5][CH:6]1[C:7](=[O:14])[NH:8][S:9](=[O:12])(=[O:13])[N:10]1[CH3:11])[CH3:15].[Cs:1].[O:27]=[CH:28][N:29]([CH3:30])[CH3:31].[c:16]1([S:22][CH2:23][Cl:24])[cH:17][cH:18][cH:19][cH:20][cH:21]1>>[CH3:2][CH:3]([CH2:4][CH2:5][CH:6]1[C:7](=[O:14])[N:8]([CH2:23][S:22][c:16]2[cH:17][cH:18][cH:19][cH:20][cH:21]2)[S:9](=[O:12])(=[O:13])[N:10]1[CH3:11])[CH3:15]. Starting materials: CO, CC(C)CCC1C(=O)NS(=O)(=O)N1C, [Cs], CN(C)C=O, ClCSc1ccccc1. The reactants are ClC1=C(C=O)C=CC=C1Cl (2,3-dichlorobenzaldehyde), 3-nitrooxy-2,2-bis(nitrooxymethyl)propyl ester, C(CC(=O)C)(=O)O (acetoacetic acid), C(C)(=O)O (acetic acid), N1CCCCC1 (piperidine). The solvent is C1=CC=CC=C1 (benzene), O (water). The product is 3-nitrooxy-2,2,-bis(nitrooxymethyl)propyl ester, ClC1=C(C=C(C(=O)O)C(=O)C)C=CC=C1Cl (2-(2,3-dichlorobenzylidene)acetoacetic acid). Reaction SMILES: [Cl:1][C:2]1[C:9]([Cl:10])=[CH:8][CH:7]=[CH:6][C:3]=1[CH:4]=O.[C:11]([OH:17])(=[O:16])[CH2:12][C:13]([CH3:15])=[O:14].C(O)(=O)C.N1CCCCC1>C1C=CC=CC=1.O>[Cl:1][C:2]1[C:9]([Cl:10])=[CH:8][CH:7]=[CH:6][C:3]=1[CH:4]=[C:12]([C:13]([CH3:15])=[O:14])[C:11]([OH:17])=[O:16]. Reported procedure: A mixture of 2,3-dichlorobenzaldehyde (0.88 g), 3-nitrooxy-2,2-bis(nitrooxymethyl)propyl ester of acetoacetic acid (1.78 g), acetic acid (50 mg), and piperidine (50 mg) in benzene (10 ml) was refluxed for 1.75 hours, during which time water formed was removed azeotropically. The resulting mixture was cooled, washed successively with water, an aqueous sodium bicarbonate and water, dried over anhydrous magnesium sulfate and concentrated under reduced pressure to give 3-nitrooxy-2,2,-bis(nitrooxyme... Reactants: C=C(C)C(=O)CC1CC(c2ccc(OC)cc2)C(OCc2ccc3c(c2)N(CCCOC)CCO3)CN1S(=O)(=O)c1ccc(C)cc1, CCO. Product: COCCCN1CCOc2ccc(COC3CN(S(=O)(=O)c4ccc(C)cc4)C(CC(=O)C(C)C)CC3c3ccc(OC)cc3)cc21. RXN SMILES: [CH3:1][O:2][c:3]1[cH:4][cH:5][c:6]([CH:9]2[CH2:10][CH:11]([CH2:42][C:43]([C:44](=[CH2:45])[CH3:46])=[O:47])[N:12]([S:32](=[O:33])(=[O:34])[c:35]3[cH:36][cH:37][c:38]([CH3:41])[cH:39][cH:40]3)[CH2:13][CH:14]2[O:15][CH2:16][c:17]2[cH:18][cH:19][c:20]3[c:21]([cH:31]2)[N:22]([CH2:26][CH2:27][CH2:28][O:29][CH3:30])[CH2:23][CH2:24][O:25]3)[cH:7][cH:8]1.[CH3:48][CH2:49][OH:50]>>[CH3:1][O:2][c:3]1[cH:4][cH:5][c:6]([CH:9]2[CH2:10][CH:11]([CH2:42][C:43]([CH:44]([CH3:45])[CH3:46])=[O:47])[N:12]([S:32](=[O:33])(=[O:34])[c:35]3[cH:36][cH:37][c:38]([CH3:41])[cH:39][cH:40]3)[CH2:13][CH:14]2[O:15][CH2:16][c:17]2[cH:18][cH:19][c:20]3[c:21]([cH:31]2)[N:22]([CH2:26][CH2:27][CH2:28][O:29][CH3:30])[CH2:23][CH2:24][O:25]3)[cH:7][cH:8]1. Reactants: NC1=CC(=C(C(=O)OC)C=C1)F (methyl 4-amino-2-fluorobenzoate), C(CCCCCCCCCCCCCCC)Br (hexadecylbromide), C([O-])([O-])=O.[K+].[K+] (potassium carbonate). Run in CN(P(=O)(N(C)C)N(C)C)C (hexamethylphosphoramide). Yields the product COC(C1=C(C=C(C=C1)NCCCCCCCCCCCCCCCC)F)=O (methyl-2-fluoro-4-(hexadecylamino)benzoate). Reaction SMILES: [NH2:1][C:2]1[CH:11]=[CH:10][C:5]([C:6]([O:8][CH3:9])=[O:7])=[C:4]([F:12])[CH:3]=1.[CH2:13](Br)[CH2:14][CH2:15][CH2:16][CH2:17][CH2:18][CH2:19][CH2:20][CH2:21][CH2:22][CH2:23][CH2:24][CH2:25][CH2:26][CH2:27][CH3:28].C(=O)([O-])[O-].[K+].[K+]>CN(C)P(N(C)C)(N(C)C)=O>[CH3:9][O:8][C:6](=[O:7])[C:5]1[CH:10]=[CH:11][C:2]([NH:1][CH2:28][CH2:27][CH2:26][CH2:25][CH2:24][CH2:23][CH2:22][CH2:21][CH2:20][CH2:19][CH2:18][CH2:17][CH2:16][CH2:15][CH2:14][CH3:13])=[CH:3][C:4]=1[F:12] |f:2.3.4|. Reported procedure: A mixture of 8.3 g. of methyl 4-amino-2-fluorobenzoate, 15.0 g of hexadecylbromide, 6.8 g of anhydrous potassium carbonate and 50 ml of hexamethylphosphoramide is heated to 135° for 20 hours. Upon cooling, dilution with water and extraction with ether, the orange colored ethereal extract is washed with water, dried and evaporated to yield an off-white solid. Recrystallization of this material from hexane affords methyl-2-fluoro-4-(hexadecylamino)benzoate. The reactants are CC[O-].[Na+] (sodium ethylate), C(C)OC(=O)C=1C(=NC2=CC(=CC=C2C1C)C(F)(F)F)Cl (2-chloro-4-methyl-7-(trifluoromethyl)quinoline-3-carboxylic acid ethyl ester). The solvent is CCO (EtOH), O (water), CCOC(=O)C (EtOAc). Run at temperature 60 celsius, time 16 hour. Yields the product C(C)OC(=O)C=1C(=NC2=CC(=CC=C2C1C)C(F)(F)F)OCC (2-ethoxy-4-methyl-7-(trifluoromethyl)quinoline-3-carboxylic acid ethyl ester). Yield: 96.9%. RXN SMILES: [CH3:1][CH2:2][O-:3].[Na+].[CH2:5]([O:7][C:8]([C:10]1[C:11](Cl)=[N:12][C:13]2[C:18]([C:19]=1[CH3:20])=[CH:17][CH:16]=[C:15]([C:21]([F:24])([F:23])[F:22])[CH:14]=2)=[O:9])[CH3:6]>CCO.O.CCOC(C)=O>[CH2:5]([O:7][C:8]([C:10]1[C:11]([O:3][CH2:2][CH3:1])=[N:12][C:13]2[C:18]([C:19]=1[CH3:20])=[CH:17][CH:16]=[C:15]([C:21]([F:24])([F:23])[F:22])[CH:14]=2)=[O:9])[CH3:6] |f:0.1|. Procedure: 1.2 g (17.8 mmol) sodium ethylate was added to a solution of 5.1 g (16.1 mmol) 2-chloro-4-methyl-7-(trifluoromethyl)quinoline-3-carboxylic acid ethyl ester in EtOH (20 ml) at RT. The RS was subsequently heated to 60° C. for 4 h and then stirred for 16 h at RT. The solution was then diluted with water and EtOAc. The organic phase was separated and washed with a 4N aq. NH4Cl sol., dried over MgSO4 and concentrated in a vacuum. 5.1 g (15.6 mmol, 97%) 2-ethoxy-4-methyl-7-(trifluoromethyl)quinoline-3... Reactants: O=C([O-])[O-], CCO, COc1cc(N)ccc1-n1cnc(C)c1, Cl, Cl, [K+], [K+], N#CN, O. Yields the product COc1cc(NC(=N)N)ccc1-n1cnc(C)c1. Reaction SMILES: [C:21](=[O:22])([O-:23])[O-:24].[CH3:27][CH2:28][OH:29].[CH3:2][O:3][c:4]1[cH:5][c:6]([NH2:7])[cH:8][cH:9][c:10]1-[n:11]1[cH:12][n:13][c:14]([CH3:16])[cH:15]1.[ClH:1].[ClH:20].[K+:25].[K+:26].[NH2:17][C:18]#[N:19].[OH2:30]>>[CH3:2][O:3][c:4]1[cH:5][c:6]([NH:7][C:18](=[NH:17])[NH2:19])[cH:8][cH:9][c:10]1-[n:11]1[cH:12][n:13][c:14]([CH3:16])[cH:15]1. Starting materials: C(C1=CC=CC=C1)OC1=C(C(=O)NC2=C(C(=O)OC(C)(C)C)C=CC(=C2)C2=CC=CC=C2)C=C(C=C1)C=1C=NC=CC1 (tert-butyl 2-(2-(benzyloxy)-5-(pyridin-3-yl)benzamido)-4-phenylbenzoate), CO (methanol). Reagents/catalysts: [C].[Pd] (palladium-carbon). Solvent: C(C)(=O)O (acetic acid), C(C)(=O)O (acetic acid). Conditions: temperature 80 celsius, time 3 hour. Yields the product OC1=C(C(=O)NC2=C(C(=O)OC(C)(C)C)C=CC(=C2)C2=CC=CC=C2)C=C(C=C1)C1CNCCC1 (tert-butyl 2-(2-hydroxy-5-(piperidin-3-yl)benzamido)-4-phenylbenzoate). The yield is 68.3%. As a reaction SMILES: C([O:8][C:9]1[CH:36]=[CH:35][C:34]([C:37]2[CH:38]=[N:39][CH:40]=[CH:41][CH:42]=2)=[CH:33][C:10]=1[C:11]([NH:13][C:14]1[CH:26]=[C:25]([C:27]2[CH:32]=[CH:31][CH:30]=[CH:29][CH:28]=2)[CH:24]=[CH:23][C:15]=1[C:16]([O:18][C:19]([CH3:22])([CH3:21])[CH3:20])=[O:17])=[O:12])C1C=CC=CC=1.CO>[C].[Pd].C(O)(=O)C>[OH:8][C:9]1[CH:36]=[CH:35][C:34]([CH:37]2[CH2:42][CH2:41][CH2:40][NH:39][CH2:38]2)=[CH:33][C:10]=1[C:11]([NH:13][C:14]1[CH:26]=[C:25]([C:27]2[CH:32]=[CH:31][CH:30]=[CH:29][CH:28]=2)[CH:24]=[CH:23][C:15]=1[C:16]([O:18][C:19]([CH3:22])([CH3:21])[CH3:20])=[O:17])=[O:12] |f:2.3|. Reported procedure: To an acetic acid (15 mL) solution of tert-butyl 2-(2-(benzyloxy)-5-(pyridin-3-yl)benzamido)-4-phenylbenzoate (0.88 g), 10% palladium-carbon (0.44 g) was added, followed by stirring under hydrogen pressure (5 kg/cm2) at 80° C. for 3 hours. The reaction mixture was cooled to room temperature, and methanol and acetic acid were added thereto. The insoluble substance was removed by filtration. The solvent was removed under reduced pressure, and chloroform and a saturated aqueous solution of sodium b...